Dataset: the Open Reaction Database (ORD), a public repository of structured organic reaction records. Task: describe an organic reaction: reactants, conditions, products, and yield Reactants: COC1=CC=C(C=C1)C=1C=CC(NC1)=O (5-(4-methoxyphenyl)pyridin-2(1H)-one), C(=O)([O-])[O-].[K+].[K+] (K2CO3), BrCC1CCCCC1 ((bromomethyl)cyclohexane). Solvent: C(C)#N (acetonitrile). The product is C1(CCCCC1)CN1C(C=CC(=C1)C1=CC=C(C=C1)OC)=O (1-(cyclohexylmethyl)-5-(4-methoxyphenyl)pyridin-2(1H)-one). The yield is 31.4%. Reaction SMILES: [CH3:1][O:2][C:3]1[CH:8]=[CH:7][C:6]([C:9]2[CH:10]=[CH:11][C:12](=[O:15])[NH:13][CH:14]=2)=[CH:5][CH:4]=1.C([O-])([O-])=O.[K+].[K+].Br[CH2:23][CH:24]1[CH2:29][CH2:28][CH2:27][CH2:26][CH2:25]1>C(#N)C>[CH:24]1([CH2:23][N:13]2[CH:14]=[C:9]([C:6]3[CH:7]=[CH:8][C:3]([O:2][CH3:1])=[CH:4][CH:5]=3)[CH:10]=[CH:11][C:12]2=[O:15])[CH2:29][CH2:28][CH2:27][CH2:26][CH2:25]1 |f:1.2.3|. Procedure details: According to Scheme 5 Step 2: To a solution of 5-(4-methoxyphenyl)pyridin-2(1H)-one (1 eq, 0.35 mmol, 70 mg, Example 7 Step 1) in acetonitrile (2 mL) were added K2CO3 (10 eq, 3.50 mmol, 0.48 g) and (bromomethyl)cyclohexane (10 eq, 3.50 mmol, 0.49 mL). The reaction was microwaved for 10 minutes at 180° C. The reaction was allowed to cool. The reaction was then filtered and concentrated under reduced pressure. The crude product was purified by flash chromatography over silica gel (AIT Flashsmart p... Reactants: S(=O)(=O)([O-])S(=O)[O-].[Na+].[Na+] (sodium metabisulphite), [I-].[K+] (potassium iodide), C(=O)(OCC)C(C(=O)OCC)(CCC1=CC2=C(C=C1)OCO2)CC2=CC(=C(C(=C2)OC)O)OC (Ethyl 2-Carbethoxy-2-(3,5-dimethoxy-4-hydroxybenzyl)-4-(3,4-methylenedioxyphenyl)butyrate), B(F)(F)F.CCOCC (boron trifluoride etherate), C([O-])([O-])=O.[Na+].[Na+] (sodium carbonate), needles, FC(C(=O)[O-])(F)F.[Tl+3].FC(C(=O)[O-])(F)F.FC(C(=O)[O-])(F)F (thallium (III) trifluoroacetate). Run in CCOCC (ether), ClCCl (dichloromethane). Reaction conditions: time 8 hour. Product: C(=O)(OCC)C1(C(C2=CC3=C(C=C2CC1)OCO3)C3=CC(=C(C(=C3)OC)O)OC)C(=O)OCC (2,2 -dicarbethoxy-1-(4'-hydroxy-3',5'-dimethoxyphenyl)-6,7-methylenedioxytetralin). RXN SMILES: F[C:2](F)(F)[C:3]([O-:5])=[O:4].[Tl+3].FC(F)(F)[C:11]([O-:13])=[O:12].F[C:17](F)(F)[C:18]([O-])=O.C([C:28]([CH2:45][C:46]1[CH:51]=[C:50]([O:52][CH3:53])[C:49]([OH:54])=[C:48]([O:55][CH3:56])[CH:47]=1)([CH2:34][CH2:35][C:36]1[CH:41]=[CH:40][C:39]2OCO[C:38]=2C=1)C(OCC)=O)(OCC)=O.B(F)(F)F.C[CH2:62][O:63][CH2:64][CH3:65].[I-].[K+].C(=O)([O-])[O-:69].[Na+].[Na+].S(S([O-])=O)([O-])(=O)=O.[Na+].[Na+]>ClCCl.CCOCC>[C:3]([C:2]1([C:62]([O:63][CH2:64][CH3:65])=[O:69])[CH2:38][CH2:39][C:40]2[C:28](=[CH:34][C:35]3[O:13][CH2:11][O:12][C:36]=3[CH:41]=2)[CH:45]1[C:46]1[CH:47]=[C:48]([O:55][CH3:56])[C:49]([OH:54])=[C:50]([O:52][CH3:53])[CH:51]=1)([O:5][CH2:17][CH3:18])=[O:4] |f:0.1.2.3,5.6,7.8,9.10.11,12.13.14|. Procedure details: A suspension of thallium (III) trifluoroacetate (733 mg 1.35 mmoles) in dichloromethane (12 ml) was cooled in an ice bath, under nitrogen. Ethyl 2-carbethoxy-2-(3,5-dimethoxy-4-hydroxybenzyl)-4-(3,4-methylenedioxyphenyl)butyrate (XIII; R2 = ethyl) (474 mg, 1.00 mmoles) and boron trifluoride etherate (1.45 ml, 11.49 mmoles) were added quickly, the mixture was allowed to come to room temperature, and stirred overnight. Excess aqueous potassium iodide was added, the mixture was stirred for 30 min.,... The reactants are [BH3-]C#N.[Na+] (NaBH3CN), C(C)(=O)C1=CN=C(O1)NC(C(CCC)NC(CC1=CC(=CC(=C1)F)F)=O)=O (2-[2-(3,5-Difluoro-phenyl)-acetylamino]-pentanoic acid (5-acetyl-oxazol-2-yl)-amide), C(CC(C)C)N (isoamylamine), CC(=O)[O-].[Na+] (NaOAc), [O-]S(=O)(=O)[O-].[Na+].[Na+] (Na2SO4), C(Cl)Cl (methylene chloride). Run in CC(=O)O (AcOH). Run at time 2 hour. Yields the product Cl.CC(CCNC(C)C1=CN=C(O1)NC(C(CCC)NC(CC1=CC(=CC(=C1)F)F)=O)=O)C (2-[2-(3,5-Difluoro-phenyl)-acetylamino]-pentanoic acid {5-[1-(3-methyl-butylamino)-ethyl]-oxazol-2-yl}-amide Hydrogen Chloride). Reaction SMILES: [C:1]([C:4]1[O:8][C:7]([NH:9][C:10](=[O:27])[CH:11]([NH:15][C:16](=[O:26])[CH2:17][C:18]2[CH:23]=[C:22]([F:24])[CH:21]=[C:20]([F:25])[CH:19]=2)[CH2:12][CH2:13][CH3:14])=[N:6][CH:5]=1)(=O)[CH3:2].[CH2:28]([NH2:33])[CH2:29][CH:30]([CH3:32])[CH3:31].CC([O-])=O.[Na+].[O-]S([O-])(=O)=O.[Na+].[Na+].[BH3-]C#N.[Na+].C(Cl)[Cl:51]>CC(O)=O>[ClH:51].[CH3:31][CH:30]([CH3:32])[CH2:29][CH2:28][NH:33][CH:1]([C:4]1[O:8][C:7]([NH:9][C:10](=[O:27])[CH:11]([NH:15][C:16](=[O:26])[CH2:17][C:18]2[CH:23]=[C:22]([F:24])[CH:21]=[C:20]([F:25])[CH:19]=2)[CH2:12][CH2:13][CH3:14])=[N:6][CH:5]=1)[CH3:2] |f:2.3,4.5.6,7.8,11.12|. Procedure details: To a mixture of 2-[2-(3,5-Difluoro-phenyl)-acetylamino]-pentanoic acid (5-acetyl-oxazol-2-yl)-amide (100 mg, 0.26 mmol), isoamylamine (0.2 ml), NaOAc, Na2SO4, AcOH(0.1 ml) in methylene chloride was stirred at room temperature for 2 hr. NaBH3CN (80 mg, 3.4 mmol) was added. The mixture was heated at 40–45° C. until all starting material was consumed and product was formed. The mixture was quenched with dilute NaOH, extracted with methylene chloride, then extracted with ethyl acetate. The combined ... The reactants are [Si](C)(C)(C(C)(C)C)OCC=1C=C2CCCN(C2=NC1C(OC)OC)C(=O)OC1=CC=CC=C1 (phenyl 6-(((tert-butyldimethylsilyl)oxy)methyl)-7-(dimethoxymethyl)-3,4-dihydro-1,8-naphthyridine-1(2H)-carboxylate), [Si](C)(C)(C(C)(C)C)OCC=1C=C2CCCN(C2=NC1C(OC)OC)C(=O)OC1=CC=CC=C1 (phenyl 6-(((tert-butyldimethylsilyl)oxy)methyl)-7-(dimethoxymethyl)-3,4-dihydro-1,8-naphthyridine-1(2H)-carboxylate), NC1=NC=C(C#N)C(=C1)OC(C)C (6-amino-4-isopropoxynicotinonitrile), NC1=NC=C(C#N)C(=C1)OC(C)C (6-amino-4-isopropoxynicotinonitrile), [Li+].C[Si](C)(C)[N-][Si](C)(C)C (LHMDS). Run in C1CCOC1 (THF), C1CCOC1 (THF). Conditions: temperature -78 celsius, time 10 minute. Yields the product [Si](C)(C)(C(C)(C)C)OCC=1C=C2CCCN(C2=NC1C(OC)OC)C(=O)NC1=NC=C(C(=C1)OC(C)C)C#N (6-(((tert-butyldimethylsilyl)oxy)methyl)-N-(5-cyano-4-isopropoxypyridin-2-yl)-7-(dimethoxymethyl)-3,4-dihydro-1,8-naphthyridine-1(2H)-carboxamide). As a reaction SMILES: [Si:1]([O:8][CH2:9][C:10]1[CH:11]=[C:12]2[C:17](=[N:18][C:19]=1[CH:20]([O:23][CH3:24])[O:21][CH3:22])[N:16]([C:25](OC1C=CC=CC=1)=[O:26])[CH2:15][CH2:14][CH2:13]2)([C:4]([CH3:7])([CH3:6])[CH3:5])([CH3:3])[CH3:2].[NH2:34][C:35]1[CH:42]=[C:41]([O:43][CH:44]([CH3:46])[CH3:45])[C:38]([C:39]#[N:40])=[CH:37][N:36]=1.[Li+].C[Si]([N-][Si](C)(C)C)(C)C>C1COCC1>[Si:1]([O:8][CH2:9][C:10]1[CH:11]=[C:12]2[C:17](=[N:18][C:19]=1[CH:20]([O:21][CH3:22])[O:23][CH3:24])[N:16]([C:25]([NH:34][C:35]1[CH:42]=[C:41]([O:43][CH:44]([CH3:46])[CH3:45])[C:38]([C:39]#[N:40])=[CH:37][N:36]=1)=[O:26])[CH2:15][CH2:14][CH2:13]2)([C:4]([CH3:5])([CH3:6])[CH3:7])([CH3:3])[CH3:2] |f:2.3|. Reported procedure: To a solution of phenyl 6-(((tert-butyldimethylsilyl)oxy)methyl)-7-(dimethoxymethyl)-3,4-dihydro-1,8-naphthyridine-1(2H)-carboxylate (intermediate 38, 1 g, 2.116 mmol) and 6-amino-4-isopropoxynicotinonitrile (intermediate 97, 380 mg, 2.144 mmol) in THF (8 ml) at −78° C. was added LHMDS 1M in THF (4.3 ml, 4.30 mmol) and the reaction mixture was stirred at −78° C. for 2 h and 10 min. The reaction mixture was quenched by the addition of saturated aqueous NaH4CI and partitioned between ethyl acetate... Starting materials: CSC(=NCCSCc1nc[nH]c1C)NC#N, Cc1[nH]cnc1CSCCS, c1ccncc1. Product: Cc1[nH]cnc1CSCCNC(=NC#N)SCCSCc1nc[nH]c1C. Reaction SMILES: [C:12](#[N:13])[NH:14][C:15]([S:16][CH3:17])=[N:18][CH2:19][CH2:20][S:21][CH2:22][c:23]1[n:24][cH:25][nH:26][c:27]1[CH3:28].[CH3:1][c:2]1[c:3]([CH2:7][S:8][CH2:9][CH2:10][SH:11])[n:4][cH:5][nH:6]1.[cH:29]1[cH:30][cH:31][n:32][cH:33][cH:34]1>>[CH3:1][c:2]1[c:3]([CH2:7][S:8][CH2:9][CH2:10][S:11][C:15](=[N:14][C:12]#[N:13])[NH:18][CH2:19][CH2:20][S:21][CH2:22][c:23]2[n:24][cH:25][nH:26][c:27]2[CH3:28])[n:4][cH:5][nH:6]1.